From a dataset of the Open Reaction Database (ORD), a public repository of structured organic reaction records. describe an organic reaction: reactants, conditions, products, and yield Procedure details: A solution of dicyclopropylmethanimine hydrobromide (1.00 g, 5.26 mmol) in 6.0 ml of dimethyl sulfoxide was heated with stirring at 100° C. for 1 hour. The solvent was distilled out in vacuo and of isobutyl alcohol (8 ml) was added to the residue. Precipitated crystals was obtained and dried in vacuo to afford 0.56 g (Yield: 56%) of the desired compound. The yield is 56.0%. The reactants are Br.C1(CC1)C(=N)C1CC1 (dicyclopropylmethanimine hydrobromide). Product: [Br-].[N+]1=2CCCC2CCC1 (1-Azoniabicyclo[3.3.0]oct-1(5)-ene bromide). Run at temperature 100 celsius, time 1 hour. RXN SMILES: [BrH:1].[CH:2]1([C:5]([CH:7]2[CH2:9][CH2:8]2)=[NH:6])[CH2:4][CH2:3]1>CS(C)=O>[Br-:1].[N+:6]12[CH2:9][CH2:8][CH2:7][C:5]=1[CH2:2][CH2:3][CH2:4]2 |f:0.1,3.4|. Run in CS(=O)C (dimethyl sulfoxide). Reactants: C(C)(C)C1=NN(C(=C1)N1CC2=C(N=C(N=C2OC)C2=C3C(=CN(C3=CC=C2)S(=O)(=O)C2=CC=C(C)C=C2)C)CC1)C (6-(3-isopropyl-1-methyl-1H-pyrazol-5-yl)-4-methoxy-2-(3-methyl-1-tosyl-1H-indol-4-yl)-5,6,7,8-tetrahydropyrido[4,3-d]pyrimidine), C(=O)(O)[O-].[Na+] (NaHCO3), Cl (hydrochloride), ice water. The solvent is C(C)O (ethanol). Run at temperature 85 celsius. The product is C(C)(C)C1=NN(C(=C1)N1CC2=C(N=C(N=C2O)C2=C3C(=CN(C3=CC=C2)S(=O)(=O)C2=CC=C(C)C=C2)C)CC1)C (6-(3-isopropyl-1-methyl-1H-pyrazol-5-yl)-2-(3-methyl-1-tosyl-1H-indol-4-yl)-5,6,7,8-tetrahydropyrido[4,3-d]pyrimidin-4-ol). As a reaction SMILES: [CH:1]([C:4]1[CH:8]=[C:7]([N:9]2[CH2:40][CH2:39][C:12]3[N:13]=[C:14]([C:19]4[CH:27]=[CH:26][CH:25]=[C:24]5[C:20]=4[C:21]([CH3:38])=[CH:22][N:23]5[S:28]([C:31]4[CH:37]=[CH:36][C:34]([CH3:35])=[CH:33][CH:32]=4)(=[O:30])=[O:29])[N:15]=[C:16]([O:17]C)[C:11]=3[CH2:10]2)[N:6]([CH3:41])[N:5]=1)([CH3:3])[CH3:2].Cl.C([O-])(O)=O.[Na+]>C(O)C>[CH:1]([C:4]1[CH:8]=[C:7]([N:9]2[CH2:40][CH2:39][C:12]3[N:13]=[C:14]([C:19]4[CH:27]=[CH:26][CH:25]=[C:24]5[C:20]=4[C:21]([CH3:38])=[CH:22][N:23]5[S:28]([C:31]4[CH:32]=[CH:33][C:34]([CH3:35])=[CH:36][CH:37]=4)(=[O:30])=[O:29])[N:15]=[C:16]([OH:17])[C:11]=3[CH2:10]2)[N:6]([CH3:41])[N:5]=1)([CH3:3])[CH3:2] |f:2.3|. Reported procedure: To a solution of 6-(3-isopropyl-1-methyl-1H-pyrazol-5-yl)-4-methoxy-2-(3-methyl-1-tosyl-1H-indol-4-yl)-5,6,7,8-tetrahydropyrido[4,3-d]pyrimidine (1.8 g, 3.15 mmol), prepared as described in Example 16, in ethanol (10 mL) in a 150 mL sealed tube, was added concentrated hydrochloride (10 mL). After the tube was sealed, the reaction was stirred and heated to 85° C. for 18 h. The reaction mixture wascooled to 0° C. and poured into ice water. Solid NaHCO3 was added to neutralize the reaction mixture,... Run at temperature 100 celsius. As a reaction SMILES: [CH2:1]([OH:7])[C:2]1[O:6][CH:5]=[CH:4][CH:3]=1.[Na].[CH:9]([Si:11](Cl)(Cl)Cl)=[CH2:10]>C1(C)C=CC=CC=1>[CH:9]([Si:11]([O:7][CH2:1][C:2]1[O:6][CH:5]=[CH:4][CH:3]=1)([O:7][CH2:1][C:2]1[O:6][CH:5]=[CH:4][CH:3]=1)[O:7][CH2:1][C:2]1[O:6][CH:5]=[CH:4][CH:3]=1)=[CH2:10] |^1:7|. Starting materials: C(=C)[Si](Cl)(Cl)Cl (vinyltrichlorosilane), C(C1=CC=CO1)O (furfuryl alcohol), [Na] (sodium), [Na] (sodium), C(C1=CC=CO1)O (furfuryl alcohol). Yields the product C(=C)[Si](OCC1=CC=CO1)(OCC1=CC=CO1)OCC1=CC=CO1 (Vinyltris(furfuryloxy)silane). Run in C1(=CC=CC=C1)C (toluene), C1(=CC=CC=C1)C (toluene). Procedure: To a solution of 86.5 ml. furfuryl alcohol in 200 ml. toluene was slowly added 23 g. sodium metal. An additional 10 ml. furfuryl alcohol was added and the solution was heated to 100° C. with stirring to convert all the sodium. The solution was cooled to ice temperature and 43.5 ml. vinyltrichlorosilane dissolved in 50 ml. toluene was slowly added. After the addition was complete, the mixture was heated at 95° C. for 0.5 hr. The colloidal sodium chloride by-product was extracted with water. The o... Solvent: C1CCOC1 (THF), C1CCOC1 (THF). Run at temperature 0 celsius, time 10 minute. RXN SMILES: [F:1][C:2]([F:20])([F:19])[C:3]([NH:5][C:6]1[CH:11]=[C:10]([C:12]#[C:13][Si](C)(C)C)[CH:9]=[CH:8][C:7]=1[F:18])=[O:4].CCCC[N+](CCCC)(CCCC)CCCC.[F-]>C1COCC1>[C:12]([C:10]1[CH:9]=[CH:8][C:7]([F:18])=[C:6]([NH:5][C:3](=[O:4])[C:2]([F:1])([F:19])[F:20])[CH:11]=1)#[CH:13] |f:1.2|. The reactants are solution, CCCC[N+](CCCC)(CCCC)CCCC.[F-] (TBAF), FC(C(=O)NC1=C(C=CC(=C1)C#C[Si](C)(C)C)F)(F)F (2,2,2-trifluoro-N-{2-fluoro-5-[(trimethylsilyl)ethynyl]phenyl}acetamide). Reported procedure: A solution of 2,2,2-trifluoro-N-{2-fluoro-5-[(trimethylsilyl)ethynyl]phenyl}acetamide (5.3 g, 17 mmol) in THF (400 mL) was cooled to 0° C., and a 1.0 M solution of TBAF in THF (17 mL, 17 mmol) was added dropwise. The resulting mixture was stirred for 10 min. at 0° C. The reaction was quenched with water (150 mL), concentrated under reduced pressure, and extracted with DCM. The combined organic layers were concentrated under reduced pressure, and the crude solid was used in the next reaction with... The product is C(#C)C=1C=CC(=C(C1)NC(C(F)(F)F)=O)F (N-(5-ethynyl-2-fluorophenyl)-2,2,2-trifluoroacetamide). The reactants are CC(C)=O, O=C(Cl)CCCl, Nc1ccc(F)c(Cl)c1. The product is O=C(CCCl)Nc1ccc(F)c(Cl)c1. Reaction SMILES: [CH3:16][C:17](=[O:18])[CH3:19].[Cl:1][CH2:2][CH2:3][C:4](=[O:5])[Cl:6].[Cl:7][c:8]1[cH:9][c:10]([NH2:11])[cH:12][cH:13][c:14]1[F:15]>>[Cl:1][CH2:2][CH2:3][C:4](=[O:5])[NH:11][c:10]1[cH:9][c:8]([Cl:7])[c:14]([F:15])[cH:13][cH:12]1. Starting materials: CCOc1nc(N2CCNCC2)nc(N2CCSCC2)c1[N+](=O)[O-], CO, [O-][I+3]([O-])([O-])[O-], [Na+], O. Product: CCOc1nc(N2CCNCC2)nc(N2CCS(=O)CC2)c1[N+](=O)[O-]. Reaction SMILES: [CH2:1]([CH3:2])[O:3][c:4]1[c:5]([N+:22](=[O:23])[O-:24])[c:6]([N:16]2[CH2:17][CH2:18][S:19][CH2:20][CH2:21]2)[n:7][c:8]([N:10]2[CH2:11][CH2:12][NH:13][CH2:14][CH2:15]2)[n:9]1.[CH3:31][OH:32].[I+3:25]([O-:26])([O-:27])([O-:28])[O-:29].[Na+:30].[OH2:33]>>[CH2:1]([CH3:2])[O:3][c:4]1[c:5]([N+:22](=[O:23])[O-:24])[c:6]([N:16]2[CH2:17][CH2:18][S:19](=[O:26])[CH2:20][CH2:21]2)[n:7][c:8]([N:10]2[CH2:11][CH2:12][NH:13][CH2:14][CH2:15]2)[n:9]1.